This data is from the Open Reaction Database (ORD), a public repository of structured organic reaction records. The task is: describe an organic reaction: reactants, conditions, products, and yield As a reaction SMILES: [Cl:1][C:2]1[CH:7]=[CH:6][C:5]([C:8]2[CH:13]=[C:12]([CH3:14])[N:11]=[CH:10][C:9]=2[CH2:15][OH:16])=[C:4](F)[CH:3]=1.[H-].[Na+]>O1CCCC1>[Cl:1][C:2]1[CH:7]=[CH:6][C:5]2[C:8]3[C:9](=[CH:10][N:11]=[C:12]([CH3:14])[CH:13]=3)[CH2:15][O:16][C:4]=2[CH:3]=1 |f:1.2|. Procedure: To a stirred solution of (4-(4-chloro-2-fluorophenyl)-6-methylpyridin-3-yl)methanol (0.25 g, 0.993 mmol) in tetrahydrofuran (25 mL) at 0° C. was added NaH (0.06 g, 1.49 mmol) portionwise. The solution was then stirred for 16 h at RT. The reaction mixture was quenched with water (100 mL). The precipitate was collected by filtration and air dried to afford 8-chloro-2-methyl-5H-chromeno[3,4-c]pyridine (0.2 g, 0.863 mmol, 69% yield) as a white solid. LCMS (ESI) m/e 232.0 [(M+H)+, calcd for C13H11ClN... Conditions: time 16 hour. The solvent is O1CCCC1 (tetrahydrofuran). The yield is 86.9%. The reactants are ClC1=CC(=C(C=C1)C1=C(C=NC(=C1)C)CO)F ((4-(4-chloro-2-fluorophenyl)-6-methylpyridin-3-yl)methanol), [H-].[Na+] (NaH). The product is ClC=1C=CC2=C(C1)OCC1=CN=C(C=C12)C (8-chloro-2-methyl-5H-chromeno[3,4-c]pyridine).